Dataset: the Open Reaction Database (ORD), a public repository of structured organic reaction records. Task: describe an organic reaction: reactants, conditions, products, and yield Starting materials: CC=1OC(=CC(C1)=C(C(=O)OCC(CCCC)CC)C#N)C (2-ethylhexyl (2,6-dimethyl-pyran-4-ylidene)cyanoacetate). Run in C(CCC)N (butylamine). Product: C(CCC)N1C(=CC(C=C1C)=C(C(=O)OCC(CCCC)CC)C#N)C (2-ethylhexyl (1-N-butyl-2,6-dimethyl-1H-pyridin-4-ylidene)cyanoacetate). Yield: 128.3%. Reaction SMILES: [CH3:1][C:2]1O[C:4]([CH3:22])=[CH:5][C:6](=[C:8]([C:20]#[N:21])[C:9]([O:11][CH2:12][CH:13]([CH2:18][CH3:19])[CH2:14][CH2:15][CH2:16][CH3:17])=[O:10])[CH:7]=1>C(N)CCC>[CH2:20]([N:21]1[C:2]([CH3:1])=[CH:7][C:6](=[C:8]([C:20]#[N:21])[C:9]([O:11][CH2:12][CH:13]([CH2:18][CH3:19])[CH2:14][CH2:15][CH2:16][CH3:17])=[O:10])[CH:5]=[C:4]1[CH3:22])[CH2:8][CH2:6][CH3:5]. Reported procedure: A solution of 0.30 g (1 mmol) of 2-ethylhexyl (2,6-dimethyl-pyran-4-ylidene)cyanoacetate (prepared as described in example 1) in 4 ml butylamine was refluxed at 80° C. for 1 h under nitrogen. Removal of the excess of butylamine at reduced pressure left a orange oil which was purified by FC (n-hexane/EtOAc 1:1) yielding 0.23 g (64%) of 2-ethylhexyl (1-N-butyl-2,6-dimethyl-1H-pyridin-4-ylidene)cyanoacetate as a slightly yellow solid. Starting materials: C1(=CC=CC=C1)N1CNC(C12CCNCC2)=O (1-Phenyl-1,3,8-triazaspiro[4.5]decan-4-one), C(C)(=O)OCC (Ethyl acetate), ClC=1C=C2CCC(CC2=CC1)=O (6-Chloro-2-tetralone), C(#N)[BH3-].[Na+] (Sodium cyanoborohydride). Solvent: CO (methanol), C1(=CC=CC=C1)C (toluene), C1CCOC1 (THF). Reaction conditions: time 4 hour. Product: Cl.ClC=1C=C2CCC(CC2=CC1)N1CCC2(C(NCN2C2=CC=CC=C2)=O)CC1 (8-(6-chloro-1,2,3,4-tetrahydro-2-naphthyl)-1-phenyl-1,3,8-triaza--spiro[4.5]decan-4-one hydrochloride). Yield: 81.5%. Reaction SMILES: [Cl:1][C:2]1[CH:3]=[C:4]2[C:9](=[CH:10][CH:11]=1)[CH2:8][C:7](=O)[CH2:6][CH2:5]2.[C:13]1([N:19]2[C:23]3([CH2:28][CH2:27][NH:26][CH2:25][CH2:24]3)[C:22](=[O:29])[NH:21][CH2:20]2)[CH:18]=[CH:17][CH:16]=[CH:15][CH:14]=1.C([BH3-])#N.[Na+].C(OCC)(=O)C>C1(C)C=CC=CC=1.C1COCC1.CO>[ClH:1].[Cl:1][C:2]1[CH:3]=[C:4]2[C:9](=[CH:10][CH:11]=1)[CH2:8][CH:7]([N:26]1[CH2:25][CH2:24][C:23]3([N:19]([C:13]4[CH:18]=[CH:17][CH:16]=[CH:15][CH:14]=4)[CH2:20][NH:21][C:22]3=[O:29])[CH2:28][CH2:27]1)[CH2:6][CH2:5]2 |f:2.3,8.9|. Procedure: 6-Chloro-2-tetralone (22.7 mmol) was dissolved in toluene (210 ml). 1-Phenyl-1,3,8-triazaspiro[4.5]decan-4-one (22.7 mmol) and molecular sieves (10 g) were added and the mixture was refluxed for 6 h. After cooling the molecular sieves were removed by filtration and washed with methylene chloride. Evaporation of the filtrate yielded a residue which was dissolved in THF (90 ml) and methanol (10 ml). Sodium cyanoborohydride (22.7 mmol) was added to the solution and the pH was adjusted to 4. The mix... Reactants: ClC=1C=C(COC2=CC=C(C=C2)[C@@H]2OC=3C(=CC=4C[C@H](N(CC4C3)[C@@H](CC)C3=CC=CC=C3)C(=O)O)OC2)C=CC1Cl ((3S,8S)-3-[4-(3,4-dichloro-benzyloxy)-phenyl]-7-((S)-1-phenyl-propyl)-2,3,6,7,8,9-hexahydro-[1,4]dioxino[2,3-g]isoquinoline-8-carboxylic acid), Cl.COC([C@H](CC1=CC=C(C=C1)C1=CC=C(C=C1)F)N)=O ((S)-2-amino-3-(4′-fluoro-biphenyl-4-yl)-propionic acid methyl ester hydrochloride). The product is ClC=1C=C(COC2=CC=C(C=C2)[C@@H]2OC=3C(=CC=4C[C@H](N(CC4C3)[C@@H](CC)C3=CC=CC=C3)C(=O)N[C@H](C(=O)O)CC3=CC=C(C=C3)C3=CC=C(C=C3)F)OC2)C=CC1Cl ((S)-2-{[(3S,8S)-3-[4-(3,4-Dichloro-benzyloxy)-phenyl]-7-((S)-1-phenyl-propyl)-2,3,6,7,8,9-hexahydro-[1,4]dioxino[2,3-g]isoquinoline-8-carbonyl]-amino}-3-(4′-fluoro-biphenyl-4-yl)-propionic acid). RXN SMILES: [Cl:1][C:2]1[CH:3]=[C:4]([CH:39]=[CH:40][C:41]=1[Cl:42])[CH2:5][O:6][C:7]1[CH:12]=[CH:11][C:10]([C@H:13]2[CH2:38][O:37][C:16]3=[CH:17][C:18]4[CH2:19][C@@H:20]([C:34](O)=[O:35])[N:21]([C@H:25]([C:28]5[CH:33]=[CH:32][CH:31]=[CH:30][CH:29]=5)[CH2:26][CH3:27])[CH2:22][C:23]=4[CH:24]=[C:15]3[O:14]2)=[CH:9][CH:8]=1.Cl.C[O:45][C:46](=[O:63])[C@@H:47]([NH2:62])[CH2:48][C:49]1[CH:54]=[CH:53][C:52]([C:55]2[CH:60]=[CH:59][C:58]([F:61])=[CH:57][CH:56]=2)=[CH:51][CH:50]=1>>[Cl:1][C:2]1[CH:3]=[C:4]([CH:39]=[CH:40][C:41]=1[Cl:42])[CH2:5][O:6][C:7]1[CH:8]=[CH:9][C:10]([C@H:13]2[CH2:38][O:37][C:16]3=[CH:17][C:18]4[CH2:19][C@@H:20]([C:34]([NH:62][C@@H:47]([CH2:48][C:49]5[CH:54]=[CH:53][C:52]([C:55]6[CH:60]=[CH:59][C:58]([F:61])=[CH:57][CH:56]=6)=[CH:51][CH:50]=5)[C:46]([OH:45])=[O:63])=[O:35])[N:21]([C@H:25]([C:28]5[CH:33]=[CH:32][CH:31]=[CH:30][CH:29]=5)[CH2:26][CH3:27])[CH2:22][C:23]=4[CH:24]=[C:15]3[O:14]2)=[CH:11][CH:12]=1 |f:1.2|. Procedure: The title compound (14 mg) was prepared from (3S,8S)-3-[4-(3,4-dichloro-benzyloxy)-phenyl]-7-((S)-1-phenyl-propyl)-2,3,6,7,8,9-hexahydro-[1,4]dioxino[2,3-g]isoquinoline-8-carboxylic acid (30 mg) and (S)-2-amino-3-(4′-fluoro-biphenyl-4-yl)-propionic acid methyl ester hydrochloride according to General Procedures L and B. LCMS (m/z): 846. Reactants: [H-].[H-].[H-].[H-].[Li+].[Al+3] (LAH), [Cl-].[Al+3].[Cl-].[Cl-] (aluminum chloride), OC1=CC=C(C=2OC3=CC=CC=C3C(C2)=O)C=C1 (4′-Hydroxyflavone). The solvent is C1CCOC1 (THF), C1CCOC1 (THF). Conditions: temperature 0 celsius, time 20 minute. Product: O1C(=CCC2=CC=CC=C12)C1=CC=C(C=C1)O (4-(4H-chromen-2-yl)-phenol). Yield: 28.6%. Reaction SMILES: [Cl-].[Al+3].[Cl-].[Cl-].[H-].[H-].[H-].[H-].[Li+].[Al+3].[OH:11][C:12]1[CH:28]=[CH:27][C:15]([C:16]2[O:17][C:18]3[C:23]([C:24](=O)[CH:25]=2)=[CH:22][CH:21]=[CH:20][CH:19]=3)=[CH:14][CH:13]=1>C1COCC1>[O:17]1[C:18]2[C:23](=[CH:22][CH:21]=[CH:20][CH:19]=2)[CH2:24][CH:25]=[C:16]1[C:15]1[CH:14]=[CH:13][C:12]([OH:11])=[CH:28][CH:27]=1 |f:0.1.2.3,4.5.6.7.8.9|. Procedure details: A suspension of aluminum chloride (680 mg, 5.1 mmol) in dry THF (50 mL) was cooled to 0° C. under nitrogen. LAH (580 mg, 15.5 mmol) was added to the above solution and the resulting mixture was stirred for 20 min at 0° C., and then at rt for additional 20 min, and cooled down to −50° C. 4′-Hydroxyflavone (400 mg, 1.7 mmol) dissolved in 60 mL of THF was added slowly. The reaction mixture was stirred at −50° C. for 2 h and then for 2 h at rt. The reaction was quenched by careful addition of water ... Reactants: FC=1C=C(CN2N=CC(=C2)C2=CN(C3=NC=C(C=C32)C3=CC=C(C=C3)N3CCNCC3)S(=O)(=O)C3=CC=C(C)C=C3)C=CC1 (3-(1-(3-fluorobenzyl)-1H-pyrazol-4-yl)-5-(4-(piperazin-1-yl)phenyl)-1-tosyl-1H-pyrrolo[2,3-b]pyridine), product, C([O-])([O-])=O.[K+].[K+] (potassium carbonate), CN(C)C=O (DMF), BrCCO (2-bromoethanol). Solvent: O (water). Reaction conditions: time 8 hour. Yields the product FC=1C=C(CN2N=CC(=C2)C2=CN(C3=NC=C(C=C32)C3=CC=C(C=C3)N3CCN(CC3)CCO)S(=O)(=O)C3=CC=C(C)C=C3)C=CC1 (2-(4-(4-(3-(1-(3-fluorobenzyl)-1H-pyrazol-4-yl)-1-tosyl-1H-pyrrolo[2,3-b]pyridin-5-yl)phenyl)piperazin-1-yl)ethanol). Yield: 75.0%. RXN SMILES: [F:1][C:2]1[CH:3]=[C:4]([CH:42]=[CH:43][CH:44]=1)[CH2:5][N:6]1[CH:10]=[C:9]([C:11]2[C:19]3[C:14](=[N:15][CH:16]=[C:17]([C:20]4[CH:25]=[CH:24][C:23]([N:26]5[CH2:31][CH2:30][NH:29][CH2:28][CH2:27]5)=[CH:22][CH:21]=4)[CH:18]=3)[N:13]([S:32]([C:35]3[CH:41]=[CH:40][C:38]([CH3:39])=[CH:37][CH:36]=3)(=[O:34])=[O:33])[CH:12]=2)[CH:8]=[N:7]1.C(=O)([O-])[O-].[K+].[K+].CN(C=O)C.Br[CH2:57][CH2:58][OH:59]>O>[F:1][C:2]1[CH:3]=[C:4]([CH:42]=[CH:43][CH:44]=1)[CH2:5][N:6]1[CH:10]=[C:9]([C:11]2[C:19]3[C:14](=[N:15][CH:16]=[C:17]([C:20]4[CH:25]=[CH:24][C:23]([N:26]5[CH2:27][CH2:28][N:29]([CH2:57][CH2:58][OH:59])[CH2:30][CH2:31]5)=[CH:22][CH:21]=4)[CH:18]=3)[N:13]([S:32]([C:35]3[CH:41]=[CH:40][C:38]([CH3:39])=[CH:37][CH:36]=3)(=[O:33])=[O:34])[CH:12]=2)[CH:8]=[N:7]1 |f:1.2.3|. Procedure details: To a stirred solution of 3-(1-(3-fluorobenzyl)-1H-pyrazol-4-yl)-5-(4-(piperazin-1-yl)phenyl)-1-tosyl-1H-pyrrolo[2,3-b]pyridine (product of step 1 of example 124) (75 mg, 0.123 mmol), potassium carbonate (24 mg, 0.185 mmol) and DMF (5 ml) was added 2-bromoethanol (24 mg, 0.185 mmol) and the mixture stirred at RT for overnight. Then water was added, this was then extracted into 10% methanol in DCM, organic portion was dried over sodium sulfate and concentrated to give 60 mg (75% yield) of the titl...